This data is from the Open Reaction Database (ORD), a public repository of structured organic reaction records. The task is: describe an organic reaction: reactants, conditions, products, and yield Reactants: crude product, ClC=1C=C(C=C(C1)Cl)S(=O)(=O)NC=1C=C2CC(N(C2=CC1)C)=O (3,5-dichloro-N-(1-methyl-2-oxo-2,3-dihydro-1H-indol-5-yl)-phenylsulphonamide). The solvent is CO (methanol). Yields the product NC=1C=C2CC(N(C2=CC1)C)=O (5-amino-1-methyl-1,3-dihydro-indol-2-on). RXN SMILES: ClC1C=C(S([NH:12][C:13]2[CH:14]=[C:15]3[C:19](=[CH:20][CH:21]=2)[N:18]([CH3:22])[C:17](=[O:23])[CH2:16]3)(=O)=O)C=C(Cl)C=1>CO>[NH2:12][C:13]1[CH:14]=[C:15]2[C:19](=[CH:20][CH:21]=1)[N:18]([CH3:22])[C:17](=[O:23])[CH2:16]2. Procedure: The reaction is carried out in methanol. The crude product is further reacted directly in V (5). RXN SMILES: [Br-:25].[Br:1][c:2]1[c:3]([CH2:16][O:17][Si:18]([CH2:19][CH3:20])([CH2:21][CH3:22])[CH2:23][CH3:24])[n:4]2[c:5]([s:6]1)[c:7](-[c:10]1[cH:11][n:12][cH:13][cH:14][cH:15]1)[n:8][cH:9]2.[CH2:26]([Mg+:27])[CH3:28].[CH3:29][N:30]([C:31]([CH2:32][CH3:33])=[O:34])[O:35][CH3:36].[Cl-:37].[NH4+:38].[O:39]1[CH2:40][CH2:41][CH2:42][CH2:43]1>>[c:2]1([C:31]([CH2:32][CH3:33])=[O:34])[c:3]([CH2:16][O:17][Si:18]([CH2:19][CH3:20])([CH2:21][CH3:22])[CH2:23][CH3:24])[n:4]2[c:5]([s:6]1)[c:7](-[c:10]1[cH:11][n:12][cH:13][cH:14][cH:15]1)[n:8][cH:9]2. Product: CCC(=O)c1sc2c(-c3cccnc3)ncn2c1CO[Si](CC)(CC)CC. The reactants are [Br-], CC[Si](CC)(CC)OCc1c(Br)sc2c(-c3cccnc3)ncn12, CC[Mg+], CCC(=O)N(C)OC, [Cl-], [NH4+], C1CCOC1. Starting materials: FC1=C(N)C=C(C=C1)F (2,5-Difluoroaniline), CSCC1=C(C(N(CO1)C(C(=O)O)(C)C)=O)C1=CC=CC=C1 (2-(2,3-dihydro-6-methylthiomethyl-4-oxo-5-phenyl-4H-1,3-oxazin-3-yl)-2-methylpropanoic acid), O (water). Run in C(C)(=O)OCC (ethyl acetate), CN(C=O)C (N,N-dimethylformamide). Run at time 18 hour. Yields the product FC1=C(C=C(C=C1)F)NC(C(C)(C)N1COC(=C(C1=O)C1=CC=CC=C1)CSC)=O (N-(2,5-difluorophenyl)-2-(2,3-dihydro-6-methylthiomethyl-4-oxo-5-phenyl-4H-1,3-oxazin-3-yl)-2-methylpropanamide). Isolated yield 7.7%. RXN SMILES: [CH3:1][S:2][CH2:3][C:4]1[O:9][CH2:8][N:7]([C:10]([CH3:15])([CH3:14])[C:11](O)=[O:12])[C:6](=[O:16])[C:5]=1[C:17]1[CH:22]=[CH:21][CH:20]=[CH:19][CH:18]=1.[F:23][C:24]1[CH:30]=[CH:29][C:28]([F:31])=[CH:27][C:25]=1[NH2:26].O>CN(C)C=O.C(OCC)(=O)C>[F:23][C:24]1[CH:30]=[CH:29][C:28]([F:31])=[CH:27][C:25]=1[NH:26][C:11](=[O:12])[C:10]([N:7]1[C:6](=[O:16])[C:5]([C:17]2[CH:22]=[CH:21][CH:20]=[CH:19][CH:18]=2)=[C:4]([CH2:3][S:2][CH3:1])[O:9][CH2:8]1)([CH3:14])[CH3:15]. Procedure: A solution of dicyclohexylcarbodiinide (10.04 g) in N,N-dimethyeformaeide was added to a stirred solution of 2-(2,3-dihydro-6-methylthiomethyl-4-oxo-5-phenyl-4H-1,3-oxazin-3-yl)-2-methylpropanoic acid (13.00 g) in N,N-dimethylformamide at 20° C. 2,5-Difluoroaniline (7.84 g) was added to the solution at 20° C. and the solution was stirred at ambient temperature for 18 hours. The reaction mixture was diluted with ethyl acetate then added to water and the fine suspension removed by filtration. The ... Reactants: C([O-])(O)=O.[Na+] (sodium bicarbonate), C(CCC)OC(=O)C=1N=C(C2=CC=C(C=C2C1O)OC=1C=CC2=C(N=C(O2)N(C)C)C1)O (6-(2-dimethylamino-benzooxazol-5-yloxy)-1,4-dihydroxy-isoquinoline-3-carboxylic acid butyl ester), C(CCC)OC(=O)C=1N=C(C2=CC(=CC=C2C1O)OC=1C=CC2=C(N=C(O2)N(C)C)C1)O (7-(2-dimethylamino-benzooxazol-5-yloxy)-1,4-dihydroxy-isoquinoline-3-carboxylic acid butyl ester), P(=O)(Cl)(Cl)Cl (phosphorus oxychloride). Run in ClC(C)Cl (dichloroethane). Conditions: temperature 120 celsius. Yields the product C(CCC)OC(=O)C=1N=C(C2=CC=C(C=C2C1O)OC=1C=CC2=C(N=C(O2)N(C)C)C1)Cl (1-Chloro-6-(2-dimethylamino-benzooxazol-5-yloxy)-4-hydroxy-isoquinoline-3-carboxylic acid butyl ester). Reaction SMILES: [CH2:1]([O:5][C:6]([C:8]1[N:9]=[C:10](O)[C:11]2[C:16]([C:17]=1[OH:18])=[CH:15][C:14]([O:19][C:20]1[CH:21]=[CH:22][C:23]3[O:27][C:26]([N:28]([CH3:30])[CH3:29])=[N:25][C:24]=3[CH:31]=1)=[CH:13][CH:12]=2)=[O:7])[CH2:2][CH2:3][CH3:4].C(OC(C1N=C(O)C2C(C=1O)=CC=C(OC1C=CC3OC(N(C)C)=NC=3C=1)C=2)=O)CCC.P(Cl)(Cl)([Cl:67])=O.C(=O)(O)[O-].[Na+]>ClC(Cl)C>[CH2:1]([O:5][C:6]([C:8]1[N:9]=[C:10]([Cl:67])[C:11]2[C:16]([C:17]=1[OH:18])=[CH:15][C:14]([O:19][C:20]1[CH:21]=[CH:22][C:23]3[O:27][C:26]([N:28]([CH3:30])[CH3:29])=[N:25][C:24]=3[CH:31]=1)=[CH:13][CH:12]=2)=[O:7])[CH2:2][CH2:3][CH3:4] |f:3.4|. Procedure: A solution of the regioisomeric mixture of 6-(2-dimethylamino-benzooxazol-5-yloxy)-1,4-dihydroxy-isoquinoline-3-carboxylic acid butyl ester and 7-(2-dimethylamino-benzooxazol-5-yloxy)-1,4-dihydroxy-isoquinoline-3-carboxylic acid butyl ester obtained as described above (1.05 g, 2.41 mmol), and phosphorus oxychloride (286 μL, 3.13 mmol) in dichloroethane (18 mL) was stirred at 120° C. in a CEM microwave apparatus for thirty minutes. The mixture was stirred with saturated sodium bicarbonate solutio... The reactants are COC(=O)C1=C(C=CC=C1)OC(=O)N1[C@@H](C[C@H](C1)SC(C1=CC=CC=C1)(C1=CC=CC=C1)C1=CC=CC=C1)COCC1=C(C=C(C(=C1)F)F)F ((2S,4R)-2-(2,4,5-trifluoro-benzyloxymethyl)-4-tritylsulfanyl-pyrrolidine-1-carboxylic acid 2-methoxycarbonyl-phenyl ester), C(C)[SiH](CC)CC (triethylsilane). Solvent: C(=O)(C(F)(F)F)O (TFA). Yields the product 0.22, COC(=O)C1=C(C=CC=C1)OC(=O)N1[C@@H](C[C@H](C1)S)COCC1=C(C=C(C(=C1)F)F)F ((2S,4R)-4-mercapto-2-(2,4,5-trifluoro-benzyloxymethyl)-pyrrolidine-1-carboxylic acid 2-methoxycarbonyl-phenyl ester). The yield is 82.0%. Reaction SMILES: [CH3:1][O:2][C:3]([C:5]1[CH:10]=[CH:9][CH:8]=[CH:7][C:6]=1[O:11][C:12]([N:14]1[CH2:18][C@H:17]([S:19]C(C2C=CC=CC=2)(C2C=CC=CC=2)C2C=CC=CC=2)[CH2:16][C@H:15]1[CH2:39][O:40][CH2:41][C:42]1[CH:47]=[C:46]([F:48])[C:45]([F:49])=[CH:44][C:43]=1[F:50])=[O:13])=[O:4].C([SiH](CC)CC)C>C(O)(C(F)(F)F)=O>[CH3:1][O:2][C:3]([C:5]1[CH:10]=[CH:9][CH:8]=[CH:7][C:6]=1[O:11][C:12]([N:14]1[CH2:18][C@H:17]([SH:19])[CH2:16][C@H:15]1[CH2:39][O:40][CH2:41][C:42]1[CH:47]=[C:46]([F:48])[C:45]([F:49])=[CH:44][C:43]=1[F:50])=[O:13])=[O:4]. Procedure: (Method 3): A solution of 0.4 g (0.58 mmol) (2S,4R)-2-(2,4,5-trifluoro-benzyloxymethyl)-4-tritylsulfanyl-pyrrolidine-1-carboxylic acid 2-methoxycarbonyl-phenyl ester in 5.8 ml TFA was treated at 0° C. with 0.92 ml (5.78 mmol) triethylsilane and after 10 min at room temperature evaporated and purified by flash chromatography on silica gel (Hexane/EtOAc 4:1) to give 0.22 (82%) (2S,4R)-4-mercapto-2-(2,4,5-trifluoro-benzyloxymethyl)-pyrrolidine-1-carboxylic acid 2-methoxycarbonyl-phenyl ester, MS: 4... Starting materials: O=C(CCO)Cc1ccccc1, CO. Yields the product OCCC(O)Cc1ccccc1. As a reaction SMILES: [CH2:1]([c:2]1[cH:3][cH:4][cH:5][cH:6][cH:7]1)[C:8]([CH2:9][CH2:10][OH:11])=[O:12].[CH3:13][OH:14]>>[CH2:1]([c:2]1[cH:3][cH:4][cH:5][cH:6][cH:7]1)[CH:8]([CH2:9][CH2:10][OH:11])[OH:12]. The reactants are CCOC(=O)C(C)c1ccc2c(c1)C(=O)Cc1ccccc1O2, CCO, [K+], [OH-], O. Yields the product CC(C(=O)O)c1ccc2c(c1)C(=O)Cc1ccccc1O2. Reaction SMILES: [CH2:1]([CH3:2])[O:3][C:4]([CH:5]([CH3:6])[c:7]1[cH:8][c:9]2[c:10]([cH:21][cH:22]1)[O:11][c:12]1[c:13]([cH:17][cH:18][cH:19][cH:20]1)[CH2:14][C:15]2=[O:16])=[O:23].[CH3:26][CH2:27][OH:28].[K+:25].[OH-:24].[OH2:29]>>[O:3]=[C:4]([CH:5]([CH3:6])[c:7]1[cH:8][c:9]2[c:10]([cH:21][cH:22]1)[O:11][c:12]1[c:13]([cH:17][cH:18][cH:19][cH:20]1)[CH2:14][C:15]2=[O:16])[OH:23]. Starting materials: COC(=O)C=1NC2=CC(=CC=C2C1)[N+](=O)[O-] (6-Nitro-1H-indole-2-carboxylic acid methyl ester). Reagents/catalysts: [Pd] (Pd/C). Run in CO.C(C)OC(C)=O (methanol ethylacetate). Run at time 30 minute. Product: COC(=O)C=1NC2=CC(=CC=C2C1)N (6-amino-1H-indole-2-carboxylic acid methyl ester). As a reaction SMILES: [CH3:1][O:2][C:3]([C:5]1[NH:6][C:7]2[C:12]([CH:13]=1)=[CH:11][CH:10]=[C:9]([N+:14]([O-])=O)[CH:8]=2)=[O:4]>CO.C(OC(=O)C)C.[Pd]>[CH3:1][O:2][C:3]([C:5]1[NH:6][C:7]2[C:12]([CH:13]=1)=[CH:11][CH:10]=[C:9]([NH2:14])[CH:8]=2)=[O:4] |f:1.2|. Procedure: To a solution of 6-Nitro-1H-indole-2-carboxylic acid methyl ester (108) 200 mg (0.91 mmole) in a mixture of methanol/ethylacetate 1:1 10% Pd/C (40 mg) was added. The flask was rinsed 3 times with hydrogen and filled with hydrogen at 30 to 35 psi. The suspension was stirred vigorously at room temperature for 30 minutes. The catalyst was filtered off, the filtrate was evaporated in vacuo to dryness. The resulted 6-amino-1H-indole-2-carboxylic acid methyl ester gave a single spot on TLC (Silica, to...